From a dataset of the Open Reaction Database (ORD), a public repository of structured organic reaction records. describe an organic reaction: reactants, conditions, products, and yield Starting materials: C(CCC)[Li] (n-butyllithium), C(C#C)(=O)OCC (ethyl propiolate), C1(=CC=CC=C1)[C@@H]1NCCCC1=O ((2S)-2-phenyl-3-piperidone). Run in O1CCCC1 (tetrahydrofuran), O1CCCC1 (tetrahydrofuran). Reaction conditions: time 10 minute. The product is C(C)OC(=O)C#C[C@]1([C@@H](NCCC1)C1=CC=CC=C1)O ((2S,3R)-3-(Ethoxycarbonylethynyl)-3-hydroxy-2-phenylpiperidine). Reaction SMILES: C([Li])CCC.[C:6]([O:10][CH2:11][CH3:12])(=[O:9])[C:7]#[CH:8].[C:13]1([C@H:19]2[C:24](=[O:25])[CH2:23][CH2:22][CH2:21][NH:20]2)[CH:18]=[CH:17][CH:16]=[CH:15][CH:14]=1>O1CCCC1>[CH2:11]([O:10][C:6]([C:7]#[C:8][C@:24]1([OH:25])[CH2:23][CH2:22][CH2:21][NH:20][C@H:19]1[C:13]1[CH:14]=[CH:15][CH:16]=[CH:17][CH:18]=1)=[O:9])[CH3:12]. Procedure: A solution of n-butyllithium (55.4 ml, 1.4 M in hexanes, 77.6 mmol) was added dropwise to a stirred solution of ethyl propiolate (7.9 ml, 77.7 mmol) in tetrahydrofuran (200 ml), keeping the temperature of the reaction below −65° C. The mixture was stirred for 10 min and a solution of (2S)-2-phenyl-3-piperidone in tetrahydrofuran (50 ml) added dropwise at −72° C. over 15 min. The reaction mixture was stirred at this temperature for 40 min, quenched with acetic acid (10 ml) and warm up to room tem... Starting materials: ClCCCC(C1=CC=C(C=C1)F)=O (1-chloro-3-(4-fluorobenzoyl)propane), C([O-])([O-])=O.[K+].[K+] (potassium carbonate), Cl.O1C2=C(C=C1)C=CC=C2N2CCNCC2 (1-benzo[b]furan-7-yl-piperazine HCl), ClCCCC(C1=CC=C(C=C1)F)=O (1-chloro-3-(4-fluorobenzoyl)-propane), C([O-])([O-])=O.[K+].[K+] (potassium carbonate), [I-].[Na+] (sodium iodide), Cl (HCl). Solvent: C(C)C(=O)C (methyl ethyl ketone), C(C)(=O)OCC (ethyl acetate). The product is Cl.O1C2=C(C=C1)C=CC=C2N2CCN(CC2)CCCC(C2=CC=C(C=C2)F)=O (1-benzo-[b]furan-7-yl-4[3-(4-fluorobenzoyl)propyl]piperzine HCl). Reaction SMILES: Cl.[O:2]1[CH:6]=[CH:5][C:4]2[CH:7]=[CH:8][CH:9]=[C:10]([N:11]3[CH2:16][CH2:15][NH:14][CH2:13][CH2:12]3)[C:3]1=2.[Cl:17][CH2:18][CH2:19][CH2:20][C:21](=[O:29])[C:22]1[CH:27]=[CH:26][C:25]([F:28])=[CH:24][CH:23]=1.C(=O)([O-])[O-].[K+].[K+].[I-].[Na+].Cl>C(C(C)=O)C.C(OCC)(=O)C>[ClH:17].[O:2]1[CH:6]=[CH:5][C:4]2[CH:7]=[CH:8][CH:9]=[C:10]([N:11]3[CH2:16][CH2:15][N:14]([CH2:18][CH2:19][CH2:20][C:21](=[O:29])[C:22]4[CH:23]=[CH:24][C:25]([F:28])=[CH:26][CH:27]=4)[CH2:13][CH2:12]3)[C:3]1=2 |f:0.1,3.4.5,6.7,11.12|. Procedure: 7.5 Mmol (1.79 g) of 1-benzo[b]furan-7-yl-piperazine HCl, together with 9.1 mmol (1.82 g) of 1-chloro-3-(4-fluorobenzoyl)-propane, 20 mmol (2.80 g) of potassium carbonate and a catalytic quantity (approximately 100 mg) of sodium iodide as a suspension in 50 ml of methyl ethyl ketone, was heated with thorough stirring so that the solvent refluxes. After stirring for 16 hours, 9.1 mmol of 1-chloro-3-(4-fluorobenzoyl)propane and 20 mmol of potassium carbonate were added again. After stirring for an... Reported procedure: 5-(1H)indazole carboxylic acid methyl ester (302.1 mg, 1.715 mmol), 4-iodotoluene (457.2 mg, 2.097 mmol), copper iodide (17.4 mg, 0.091 mmol), trans-1,2-bis(methylamino)cyclohexane (275 μl, 0.348 mmol), and tribasic potassium phosphate (771.4 mg, 3.63 mmol) were dissolved in toluene (1700 μl) at 25° C. under Ar. The reaction mixture was warmed to 120° C. and allowed to stir for 14 h. The reaction was stopped, cooled to room temperature, quenched by addition of saturated aqueous ammonium chloride... The yield is 72.4%. Reactants: COC(=O)C=1C=C2C=NNC2=CC1 (5-(1H)indazole carboxylic acid methyl ester), IC1=CC=C(C=C1)C (4-iodotoluene), CN[C@H]1[C@@H](CCCC1)NC (trans-1,2-bis(methylamino)cyclohexane), P(=O)([O-])([O-])[O-].[K+].[K+].[K+] (potassium phosphate). Conditions: temperature 120 celsius, time 14 hour. Reagents/catalysts: [Cu](I)I (copper iodide). Reaction SMILES: [CH3:1][O:2][C:3]([C:5]1[CH:6]=[C:7]2[C:11](=[CH:12][CH:13]=1)[NH:10][N:9]=[CH:8]2)=[O:4].I[C:15]1[CH:20]=[CH:19][C:18]([CH3:21])=[CH:17][CH:16]=1.CN[C@@H]1CCCC[C@H]1NC.P([O-])([O-])([O-])=O.[K+].[K+].[K+]>C1(C)C=CC=CC=1.[Cu](I)I>[CH3:21][C:18]1[CH:19]=[CH:20][C:15]([N:10]2[C:11]3[C:7](=[CH:6][C:5]([C:3]([O:2][CH3:1])=[O:4])=[CH:13][CH:12]=3)[CH:8]=[N:9]2)=[CH:16][CH:17]=1 |f:3.4.5.6|. The solvent is C1(=CC=CC=C1)C (toluene). Product: CC1=CC=C(C=C1)N1N=CC2=CC(=CC=C12)C(=O)OC (Methyl 1-(4-methylphenyl)-1H-indazole-5-carboxylate). The reactants are BrC=1C=C2C(=NNC2=CC1)C=1N=NN(C1)C1=CC=C(C=C1)C(=O)N1CCOCC1 ({4-[4-(5-Bromo-1H-indazol-3-yl)-[1,2,3]triazol-1-yl]-phenyl}-morpholin-4-yl-methanone), CN1CCC(=CC1)B(O)O (1-Methyl-1,2,3,6-tetrahydropyridine-4-boronic acid), pinacol ester, [F-].[Cs+] (cesium fluoride). The reagents and catalysts are Cl[Pd]([P](C1=CC=CC=C1)(C2=CC=CC=C2)C3=CC=CC=C3)([P](C4=CC=CC=C4)(C5=CC=CC=C5)C6=CC=CC=C6)Cl (PdCl2(PPh3)2). Solvent: O1CCOCC1 (dioxane), O (water). Reaction conditions: temperature 150 celsius. The product is CN1CCC(=CC1)C=1C=C2C(=NNC2=CC1)C=1N=NN(C1)C1=CC=C(C=C1)C(=O)N1CCOCC1 (5-(1-methyl-1,2,3,6-tetrahydropyridin-4-yl)-3-{1-[4-(morpholin-4-ylcarbonyl)phenyl]-1H-1,2,3-triazol-4-yl}-1H-indazole). Reaction SMILES: Br[C:2]1[CH:3]=[C:4]2[C:8](=[CH:9][CH:10]=1)[NH:7][N:6]=[C:5]2[C:11]1[N:12]=[N:13][N:14]([C:16]2[CH:21]=[CH:20][C:19]([C:22]([N:24]3[CH2:29][CH2:28][O:27][CH2:26][CH2:25]3)=[O:23])=[CH:18][CH:17]=2)[CH:15]=1.[CH3:30][N:31]1[CH2:36][CH:35]=[C:34](B(O)O)[CH2:33][CH2:32]1.[F-].[Cs+]>O1CCOCC1.O.Cl[Pd](Cl)([P](C1C=CC=CC=1)(C1C=CC=CC=1)C1C=CC=CC=1)[P](C1C=CC=CC=1)(C1C=CC=CC=1)C1C=CC=CC=1>[CH3:30][N:31]1[CH2:32][CH:33]=[C:34]([C:2]2[CH:3]=[C:4]3[C:8](=[CH:9][CH:10]=2)[NH:7][N:6]=[C:5]3[C:11]2[N:12]=[N:13][N:14]([C:16]3[CH:21]=[CH:20][C:19]([C:22]([N:24]4[CH2:29][CH2:28][O:27][CH2:26][CH2:25]4)=[O:23])=[CH:18][CH:17]=3)[CH:15]=2)[CH2:35][CH2:36]1 |f:2.3,^1:51,70|. Procedure details: A suspension of {4-[4-(5-Bromo-1H-indazol-3-yl)-[1,2,3]triazol-1-yl]-phenyl}-morpholin-4-yl-methanone (150 mg; 0.33 mmol; 1.0 eq.), 1-Methyl-1,2,3,6-tetrahydropyridine-4-boronic acid, pinacol ester (Boron Molecular, 221 mg; 0.99 mmol; 3.0 eq.), PdCl2(PPh3)2 (23 mg; 0.03 mmol; 0.10 eq.), cesium fluoride (151 mg; 0.99 mmol; 3.0 eq.) in dioxane (3 mL) and water (1.5 mL) was degassed with nitrogen flow and heat in MW at 150° C. for 10 min. The reaction mixture was filtered through a celite pad, wate... The reactants are C(C)(C)(C)OC(CN1C=CC2=CC=C(C=C12)O)=O ((6-hydroxy-indol-1-yl)-acetic acid tert-butyl ester), BrCC=1N=C(SC1C)C1=CC=C(C=C1)C(F)(F)F (4-bromomethyl-5-methyl-2-(4-trifluoromethyl-phenyl)-thiazole), C([O-])([O-])=O.[Cs+].[Cs+] (cesium carbonate), [I-].[K+] (potassium iodide). The solvent is CC(=O)C (acetone). Product: C(C)(C)(C)OC(CN1C=CC2=CC=C(C=C12)OCC=1N=C(SC1C)C1=CC=C(C=C1)C(F)(F)F)=O ({6-[5-Methyl-2-(4-trifluoromethyl-phenyl)-thiazol-4-ylmethoxyl]-indol-1-yl}-acetic acid tert-butyl ester). RXN SMILES: [C:1]([O:5][C:6](=[O:18])[CH2:7][N:8]1[C:16]2[C:11](=[CH:12][CH:13]=[C:14]([OH:17])[CH:15]=2)[CH:10]=[CH:9]1)([CH3:4])([CH3:3])[CH3:2].Br[CH2:20][C:21]1[N:22]=[C:23]([C:27]2[CH:32]=[CH:31][C:30]([C:33]([F:36])([F:35])[F:34])=[CH:29][CH:28]=2)[S:24][C:25]=1[CH3:26].C(=O)([O-])[O-].[Cs+].[Cs+].[I-].[K+]>CC(C)=O>[C:1]([O:5][C:6](=[O:18])[CH2:7][N:8]1[C:16]2[C:11](=[CH:12][CH:13]=[C:14]([O:17][CH2:20][C:21]3[N:22]=[C:23]([C:27]4[CH:28]=[CH:29][C:30]([C:33]([F:36])([F:35])[F:34])=[CH:31][CH:32]=4)[S:24][C:25]=3[CH3:26])[CH:15]=2)[CH:10]=[CH:9]1)([CH3:4])([CH3:2])[CH3:3] |f:2.3.4,5.6|. Procedure: In analogy to the procedure described in example 1 a], (6-hydroxy-indol-1-yl)-acetic acid tert-butyl ester (example 6 b]) was reacted with 4-bromomethyl-5-methyl-2-(4-trifluoromethyl-phenyl)-thiazole in the presence of cesium carbonate and potassium iodide in acetone for 72 h at ambient temperature to give the title compound as colorless oil. Reactants: FC1=C(C(=CC=C1N)F)NC1=NC=CC=C1C1=C2N=CN(C2=NC=N1)C1OCCCC1 (2,6-difluoro-N1-(3-(9-(tetrahydro-2H-pyran-2-yl)-9H-purin-6-yl)pyridin-2-yl)benzene-1,3-diamine), ClCCl (dichloromethane), CN1C=CC2=CC(=CC=C12)S(=O)(=O)Cl (1-methyl-1H-indole-5-sulfonyl chloride), N1=CC=CC=C1 (pyridine). Reaction conditions: temperature 50 celsius, time 2 hour. Yields the product FC1=C(C=CC(=C1NC1=NC=CC=C1C1=C2N=CN(C2=NC=N1)C1OCCCC1)F)NS(=O)(=O)C=1C=2C=CN(C2C=CC1)C (N-(2,4-difluoro-3-(3-(9-(tetrahydro-2H-pyran-2-yl)-9H-purin-6-yl)pyridin-2-ylamino)phenyl)-1-methyl-1H-indole-4-sulfonamide). As a reaction SMILES: [F:1][C:2]1[C:7]([NH2:8])=[CH:6][CH:5]=[C:4]([F:9])[C:3]=1[NH:10][C:11]1[C:16]([C:17]2[N:25]=[CH:24][N:23]=[C:22]3[C:18]=2[N:19]=[CH:20][N:21]3[CH:26]2[CH2:31][CH2:30][CH2:29][CH2:28][O:27]2)=[CH:15][CH:14]=[CH:13][N:12]=1.CN1C2[C:36](=[CH:37][C:38]([S:42](Cl)(=[O:44])=[O:43])=CC=2)C=C1.[N:46]1[CH:51]=[CH:50][CH:49]=[CH:48][CH:47]=1.Cl[CH2:53]Cl>>[F:1][C:2]1[C:3]([NH:10][C:11]2[C:16]([C:17]3[N:25]=[CH:24][N:23]=[C:22]4[C:18]=3[N:19]=[CH:20][N:21]4[CH:26]3[CH2:31][CH2:30][CH2:29][CH2:28][O:27]3)=[CH:15][CH:14]=[CH:13][N:12]=2)=[C:4]([F:9])[CH:5]=[CH:6][C:7]=1[NH:8][S:42]([C:38]1[C:49]2[CH:50]=[CH:51][N:46]([CH3:53])[C:48]=2[CH:47]=[CH:36][CH:37]=1)(=[O:44])=[O:43]. Procedure: The 2,6-difluoro-N1-(3-(9-(tetrahydro-2H-pyran-2-yl)-9H-purin-6-yl)pyridin-2-yl)benzene-1,3-diamine (20 mg, 0.047 mmol) prepared at Step 9 was added and dissolved into dichloromethane solvent. 1-methyl-1H-indole-5-sulfonyl chloride (16 mg, 0.07 mmol) and pyridine (8 uL, 0.094 mmol) were added into the reaction solution and stirred at 50° C. for 2 hours. After the reaction, the reactant was washed with 1N aqueous hydrochloric acid solution and salt water. After extraction with dichloromethane, th... Reaction SMILES: [CH3:1][C:2]1[NH:3][CH:4]=[CH:5][N:6]=1.Cl[C:8]1[N:9]=[C:10]([NH:19][CH2:20][C:21]2[CH:26]=[CH:25][C:24]([O:27][CH3:28])=[C:23]([O:29][CH3:30])[CH:22]=2)[C:11]2[CH:16]=[C:15]([CH2:17][CH3:18])[S:14][C:12]=2[N:13]=1>>[CH3:1][C:2]1[N:3]([C:8]2[N:9]=[C:10]([NH:19][CH2:20][C:21]3[CH:26]=[CH:25][C:24]([O:27][CH3:28])=[C:23]([O:29][CH3:30])[CH:22]=3)[C:11]3[CH:16]=[C:15]([CH2:17][CH3:18])[S:14][C:12]=3[N:13]=2)[CH:4]=[CH:5][N:6]=1. Procedure: Following the procedure of Example 97, the reaction of 2-methylimidazole with 2-chloro-6-ethyl-4-(3,4-dimethoxybenzylamino)-thieno-[2,3-d]-pyrimidine gives 2-(2-methylimidazol-1-yl)-6-ethyl-4-(3,4-dimethoxybenzylamino)-thieno-[2,3-d]-pyrimidine. Product: CC=1N(C=CN1)C=1N=C(C2=C(N1)SC(=C2)CC)NCC2=CC(=C(C=C2)OC)OC (2-(2-methylimidazol-1-yl)-6-ethyl-4-(3,4-dimethoxybenzylamino)-thieno-[2,3-d]-pyrimidine). Reactants: CC=1NC=CN1 (2-methylimidazole), ClC=1N=C(C2=C(N1)SC(=C2)CC)NCC2=CC(=C(C=C2)OC)OC (2-chloro-6-ethyl-4-(3,4-dimethoxybenzylamino)-thieno-[2,3-d]-pyrimidine).